Task: describe an organic reaction: reactants, conditions, products, and yield. Dataset: the Open Reaction Database (ORD), a public repository of structured organic reaction records The reactants are ClCC(CC(=O)OCC)=O (ethyl 4-chloroacetoacetate), CO (methanol), [H-].[Na+] (NaH), [Na+].[I-] (NaI). The reagents and catalysts are [Br-].C(CCC)[N+](CCCC)(CCCC)CCCC (tetrabutylammonium bromide). The solvent is C1CCOC1 (THF), C1CCOC1 (THF). Reaction conditions: time 4 day. Product: COCC(CC(=O)OCC)=O (Ethyl 4-Methyloxy-3-oxo-butanoate). Reaction SMILES: Cl[CH2:2][C:3](=[O:10])[CH2:4][C:5]([O:7][CH2:8][CH3:9])=[O:6].[CH3:11][OH:12].[H-].[Na+].[Na+].[I-]>C1COCC1.[Br-].C([N+](CCCC)(CCCC)CCCC)CCC>[CH3:11][O:12][CH2:2][C:3](=[O:10])[CH2:4][C:5]([O:7][CH2:8][CH3:9])=[O:6] |f:2.3,4.5,7.8|. Procedure: A mixture of 15.8 g of ethyl 4-chloroacetoacetate (96.2 mmol) and 3.39 g of methanol (106 mmol) in 10 mL of THF were added dropwise to a stirred suspension of 4.62 g of 60% NaH (in mineral oil), 1.60 g of NaI (9.62 mmol), and 3.10 g of tetrabutylammonium bromide (9.62 mmol) in 40 mL of THF at −30° C. over a period of 1.5 hrs. The reaction mixture was then warmed to room temperature and stirred for 4 days. The reaction mixture was cooled to −30° C., quenched with 5 mL of methanol, and warmed to r... Reactants: O (Water), FC1=C(C=C(C(=O)OC)C=C1)[N+](=O)[O-] (methyl 4-fluoro-3-nitrobenzoate), FC1=CC=C(N)C=C1 (4-fluoroaniline), CCN(C(C)C)C(C)C (DIPEA). The solvent is CN(C)C=O (DMF). Run at time 2 hour. Yields the product FC1=CC=C(C=C1)NC1=C(C=C(C(=O)OC)C=C1)[N+](=O)[O-] (Methyl 4-((4-fluorophenyl)amino)-3-nitrobenzoate). As a reaction SMILES: F[C:2]1[CH:11]=[CH:10][C:5]([C:6]([O:8][CH3:9])=[O:7])=[CH:4][C:3]=1[N+:12]([O-:14])=[O:13].[F:15][C:16]1[CH:22]=[CH:21][C:19]([NH2:20])=[CH:18][CH:17]=1.CCN(C(C)C)C(C)C.O>CN(C=O)C>[F:15][C:16]1[CH:22]=[CH:21][C:19]([NH:20][C:2]2[CH:11]=[CH:10][C:5]([C:6]([O:8][CH3:9])=[O:7])=[CH:4][C:3]=2[N+:12]([O-:14])=[O:13])=[CH:18][CH:17]=1. Procedure: A mixture of methyl 4-fluoro-3-nitrobenzoate 60a (1 g, 5.02 mmol), 4-fluoroaniline 60b (4.34 mL, 5.02 mmol), and DIPEA (1.04 mL, 6.03 mmol) in DMF (10 mL) was stirred at room temperature for 2 h. Water was added to the mixture; the resulting solid was filtered, washed with water, and dried. The crude product 60c was used in the next reaction without purification. The reactants are N(=[N+]=[N-])C(C)C=1C=NC(=NC1)C (5-(1-azidoethyl)-2-methylpyrimidine). Reagents/catalysts: [Pd] (palladium on carbon). The solvent is C(C)(=O)OCC (ethyl acetate). Run at time 8 hour. The product is CC1=NC=C(C=N1)C(C)N (1-(2-methylpyrimidin-5-yl)ethanamine). RXN SMILES: [N:1]([CH:4]([C:6]1[CH:7]=[N:8][C:9]([CH3:12])=[N:10][CH:11]=1)[CH3:5])=[N+]=[N-]>[Pd].C(OCC)(=O)C>[CH3:12][C:9]1[N:10]=[CH:11][C:6]([CH:4]([NH2:1])[CH3:5])=[CH:7][N:8]=1. Reported procedure: A mixture of 5-(1-azidoethyl)-2-methylpyrimidine (2.20 g, 12.8 mmol), ethyl acetate (170 mL), and 10% palladium on carbon (1.32 g) was stirred under hydrogen (1 atm) overnight. The mixture was filtered and concentrated. The residue was purified by silica gel column (0-50% MeOH/EtOAc with 10% Et3N) to afford a colorless oil. 1H NMR (300 MHz, CD3OD): 8.71 (s, 2H), 4.12 (q, 1H, J=6.6 Hz), 2.67 (s, 3H), 1.44 (d, J=6.6 Hz, 3H). The reactants are COC(CC=1C(=NNC1C1=CC=C(C=C1)Cl)C)=O (Methyl[5-(4-chlorophenyl)-3-methyl-1H-pyrazol-4-yl]acetate), BrC1=CN=CS1 (5-bromothiazole), C(C=1C(O)=CC=CC1)=NO (salicylaldoxime), Cu2O, C(=O)([O-])[O-].[Cs+].[Cs+] (Cs2CO3). Solvent: C(C)#N (acetonitrile). The product is COC(CC=1C(=NN(C1C1=CC=C(C=C1)Cl)C1=CN=CS1)C)=O (methyl[5-(4-chlorophenyl)-3-methyl-1-(1,3-thiazol-5-yl)-1H-pyrazol-4-yl]acetate). RXN SMILES: [CH3:1][O:2][C:3](=[O:18])[CH2:4][C:5]1[C:6]([CH3:17])=[N:7][NH:8][C:9]=1[C:10]1[CH:15]=[CH:14][C:13]([Cl:16])=[CH:12][CH:11]=1.Br[C:20]1[S:24][CH:23]=[N:22][CH:21]=1.C(=NO)C1C(=CC=CC=1)O.C([O-])([O-])=O.[Cs+].[Cs+]>C(#N)C>[CH3:1][O:2][C:3](=[O:18])[CH2:4][C:5]1[C:6]([CH3:17])=[N:7][N:8]([C:20]2[S:24][CH:23]=[N:22][CH:21]=2)[C:9]=1[C:10]1[CH:15]=[CH:14][C:13]([Cl:16])=[CH:12][CH:11]=1 |f:3.4.5|. Procedure details: Methyl[5-(4-chlorophenyl)-3-methyl-1H-pyrazol-4-yl]acetate (1.0 g, 3.77 mmol), 5-bromothiazole (0.526 g, 3.21 mmol), salicylaldoxime (0.103 g, 0.75 mmol), Cu2O (0.027 g, 0.18 mmol), Cs2CO3 (1.477 g, 4.53 mmol) and acetonitrile (4.8 ml) were introduced successively into a vessel which had been dried by heating and cooled under a stream of argon.